Dataset: the Open Reaction Database (ORD), a public repository of structured organic reaction records. Task: describe an organic reaction: reactants, conditions, products, and yield Starting materials: C(C1=CC=CC=C1)OC=1C=C(C=CC1)C(C(CCC#N)C1=CC=CC=C1)=O (1-(3-benzyloxyphenyl)-4-cyano-2-phenylbutan-1-one), C[Sn](C)(C)Cl (trimethyltin chloride), [N-]=[N+]=[N-].[Na+] (sodium azide). The solvent is C1(=CC=CC=C1)C (toluene). Reaction conditions: temperature 115 celsius, time 30 hour. Yields the product C(C1=CC=CC=C1)OC=1C=C(C=CC1)C(C(CCC1=NN=NN1)C1=CC=CC=C1)=O (5-[4-(3-benzyloxyphenyl)-4-oxo-3-phenylbutyl]-1H-tetrazole). As a reaction SMILES: [CH2:1]([O:8][C:9]1[CH:10]=[C:11]([C:15](=[O:27])[CH:16]([C:21]2[CH:26]=[CH:25][CH:24]=[CH:23][CH:22]=2)[CH2:17][CH2:18][C:19]#[N:20])[CH:12]=[CH:13][CH:14]=1)[C:2]1[CH:7]=[CH:6][CH:5]=[CH:4][CH:3]=1.C[Sn](Cl)(C)C.[N-:33]=[N+:34]=[N-:35].[Na+]>C1(C)C=CC=CC=1>[CH2:1]([O:8][C:9]1[CH:10]=[C:11]([C:15](=[O:27])[CH:16]([C:21]2[CH:26]=[CH:25][CH:24]=[CH:23][CH:22]=2)[CH2:17][CH2:18][C:19]2[NH:35][N:34]=[N:33][N:20]=2)[CH:12]=[CH:13][CH:14]=1)[C:2]1[CH:3]=[CH:4][CH:5]=[CH:6][CH:7]=1 |f:2.3|. Reported procedure: A mixture of 1-(3-benzyloxyphenyl)-4-cyano-2-phenylbutan-1-one (2.2 g), toluene (80 mL), trimethyltin chloride (6.17 g) and sodium azide is stirred at 115° C. for 30 hours. The cooled reaction mixture is filtered and the insoluble material is washed with a little ethyl acetate. The combined filtrate plus washings are evaporated and the resulting orange oily solid (3 g) is subjected to flash chromatography on silica gel, eluting with a mixture of dichloromethane and methanol (29:1 v/v), followed ... Reactants: ClC=1C=C(C(=O)NC2=CC(=C(C=C2)F)[N+](=O)[O-])C=CC1Cl (3,4-Dichloro-N-(3-nitro-4-fluorophenyl)-benzamide), [Na] (sodium), CO (methanol). Yields the product ClC=1C=C(C(=O)NC2=CC(=C(C=C2)OC)[N+](=O)[O-])C=CC1Cl (3,4-Dichloro-N-(3-nitro-4-methoxyphenyl)-benzamide). Reaction SMILES: [Cl:1][C:2]1[CH:3]=[C:4]([CH:18]=[CH:19][C:20]=1[Cl:21])[C:5]([NH:7][C:8]1[CH:13]=[CH:12][C:11](F)=[C:10]([N+:15]([O-:17])=[O:16])[CH:9]=1)=[O:6].[Na].[CH3:23][OH:24]>>[Cl:1][C:2]1[CH:3]=[C:4]([CH:18]=[CH:19][C:20]=1[Cl:21])[C:5]([NH:7][C:8]1[CH:13]=[CH:12][C:11]([O:24][CH3:23])=[C:10]([N+:15]([O-:17])=[O:16])[CH:9]=1)=[O:6] |^1:21|. Reported procedure: Prepared according to the procedure described for Example 10, Step A from 3,4-dichloro-N-3-nitro-4-fluorophenyl)-benzamide from Example 22, Step A (5.2 g, 20 mmol) and sodium (1.3 g, 57 mmol) using methanol in place of ethanol to afford the product (5.8 g). m.p. 215-218° C. after chromatography on silica gel in dichloromethane/methanol 99:1. The reactants are CS(=O)(=O)N(C1=C(N(C2=CC(=CC=C12)Cl)C(=O)OCC)C(C1=CC(=CC=C1)Cl)=O)S(=O)(=O)C (Ethyl 3-[bis(methylsulfonyl)amino]-6-chloro-2-(3-chlorobenzoyl)-1H-indole-1-carboxylate), [OH-].[K+] (potassium hydroxide). Solvent: C(C)O (ethanol), O (water). Conditions: time 1 hour. Yields the product ClC1=CC=C2C(=C(NC2=C1)C(C1=CC(=CC=C1)Cl)=O)NS(=O)(=O)C (N-[6-Chloro-2-(3-chlorobenzoyl)-1H-indol-3-yl]methanesulfonamide). Yield: 47.6%. As a reaction SMILES: [CH3:1][S:2]([N:5](S(C)(=O)=O)[C:6]1[C:14]2[C:9](=[CH:10][C:11]([Cl:15])=[CH:12][CH:13]=2)[N:8](C(OCC)=O)[C:7]=1[C:21](=[O:29])[C:22]1[CH:27]=[CH:26][CH:25]=[C:24]([Cl:28])[CH:23]=1)(=[O:4])=[O:3].[OH-].[K+]>C(O)C.O>[Cl:15][C:11]1[CH:10]=[C:9]2[C:14]([C:6]([NH:5][S:2]([CH3:1])(=[O:3])=[O:4])=[C:7]([C:21](=[O:29])[C:22]3[CH:27]=[CH:26][CH:25]=[C:24]([Cl:28])[CH:23]=3)[NH:8]2)=[CH:13][CH:12]=1 |f:1.2|. Procedure details: To a solution of the ethyl 3-[bis(methylsulfonyl)amino]-6-chloro-2-(3-chlorobenzoyl)-1H-indole-1-carboxylate (step 1, 532 mg, 0.998 mmol) in ethanol (15 ml) was added a solution of potassium hydroxide (395 mg, 5.99 mmol) in water (8 ml) at room temperature. After stirring for 1 h at ambient temperature, the mixture was concentrated to ca. 10 ml, and partioned between with ethyl acetate (150 ml) and water (100 ml). The organic layer was separated and washed with water (100 ml), and dried (Na2SO4)... The reactants are NC1=CC(=C(C=C1)O)F (4-amino-2-fluorophenol), ClC1=CC(=C2C(=N1)NC=C2)[N+](=O)[O-] (6-chloro-4-nitro-1H-pyrrolo[2,3-b]pyridine), C([O-])([O-])=O.[K+].[K+] (potassium carbonate), S(=O)([O-])S(=O)[O-].[Na+].[Na+] (sodium dithionite). Solvent: CS(=O)C (DMSO), C(C)(=O)OCC (ethyl acetate). Conditions: temperature 120 celsius. The product is ClC1=CC(=C2C(=N1)NC=C2)OC2=C(C=C(N)C=C2)F (4-[(6-Chloro-1H-pyrrolo[2,3-b]pyridin-4-yl)oxy]-3-fluoroaniline). As a reaction SMILES: [Cl:1][C:2]1[N:7]=[C:6]2[NH:8][CH:9]=[CH:10][C:5]2=[C:4]([N+]([O-])=O)[CH:3]=1.C(=O)([O-])[O-].[K+].[K+].S(S([O-])=O)([O-])=O.[Na+].[Na+].[NH2:28][C:29]1[CH:34]=[CH:33][C:32]([OH:35])=[C:31]([F:36])[CH:30]=1>CS(C)=O.C(OCC)(=O)C>[Cl:1][C:2]1[N:7]=[C:6]2[NH:8][CH:9]=[CH:10][C:5]2=[C:4]([O:35][C:32]2[CH:33]=[CH:34][C:29]([NH2:28])=[CH:30][C:31]=2[F:36])[CH:3]=1 |f:1.2.3,4.5.6|. Procedure details: A mixture of 1.80 g (9.11 mmol) of 6-chloro-4-nitro-1H-pyrrolo[2,3-b]pyridine, 3.78 g (27.3 mmol) of potassium carbonate and 3.17 g (18.2 mmol) of sodium dithionite in 26 ml of DMSO is degassed. 2.32 g (18.2 mmol) of 4-amino-2-fluorophenol are added, and the mixture is heated at 120° C. for 4 hours. The mixture is then diluted with ethyl acetate and filtered off with suction through Celite®. The filtrate is washed twice with sodium carbonate and once with sodium chloride solution, dried over sod... As a reaction SMILES: [C:1]([C:3]1[C:4]([CH3:27])=[C:5]([C:10](=[O:26])[CH2:11][N:12]2[CH2:17][CH2:16][N:15](C(OC(C)(C)C)=O)[CH2:14][C:13]2=[O:25])[CH:6]=[CH:7][C:8]=1[F:9])#[N:2].C(O)(C(F)(F)F)=O>>[F:9][C:8]1[C:3]([C:1]#[N:2])=[C:4]([CH3:27])[C:5]([C:10](=[O:26])[CH2:11][N:12]2[CH2:17][CH2:16][NH:15][CH2:14][C:13]2=[O:25])=[CH:6][CH:7]=1. Starting materials: C(#N)C=1C(=C(C=CC1F)C(CN1C(CN(CC1)C(=O)OC(C)(C)C)=O)=O)C (tert-Butyl 4-[2-{3-cyano-4-fluoro-2-methylphenyl}-2-oxoethyl]-3-oxopiperazine-1-carboxylate), C(=O)(C(F)(F)F)O (TFA). The product is FC1=CC=C(C(=C1C#N)C)C(CN1C(CNCC1)=O)=O (6-Fluoro-2-methyl-3-[{2-oxopiperazin-1-yl)acetyl]benzonitrile). Procedure details: A flask charged with tert-Butyl 4-[2-{3-cyano-4-fluoro-2-methylphenyl}-2-oxoethyl]-3-oxopiperazine-1-carboxylate (0.030 g, 0.08 mmol) was treated with TFA (2.0 mL) for 20 minutes. Analysis of the reaction mixture by LC indicated that reaction had gone to completion. The solution was concentrated in vacuo and crude was co-evaporated with dichloroethane (3×8 mL) to furnish the title product. LC/MS (IE, m/z): [M+1]+=276.